Dataset: the Open Reaction Database (ORD), a public repository of structured organic reaction records. Task: describe an organic reaction: reactants, conditions, products, and yield The reactants are FC=1C=C(C=C(C1)F)C(C(=O)O)O (3,5-difluorophenylhydroxyacetic acid), CO (methanol), B(O)(O)O (boric acid). Run at time 18 hour. The product is FC=1C=C(C=C(C1)F)C(C(=O)OC)O (Methyl 3,5-difluorophenylhydroxyacetate). RXN SMILES: [F:1][C:2]1[CH:3]=[C:4]([CH:9]([OH:13])[C:10]([OH:12])=[O:11])[CH:5]=[C:6]([F:8])[CH:7]=1.B(O)(O)O.[CH3:18]O>>[F:1][C:2]1[CH:3]=[C:4]([CH:9]([OH:13])[C:10]([O:12][CH3:18])=[O:11])[CH:5]=[C:6]([F:8])[CH:7]=1. Procedure details: 25.0 g of 3,5-difluorophenylhydroxyacetic acid (D2) are dissolved in 325 ml of methanol. 3.9 g of boric acid are subsequently added, and the reaction mixture is stirred at room temperature for 18 hours. The resultant solution is then evaporated to dryness. The residue is extracted using 100 ml of ethyl acetate and 100 ml of water. The aqueous phase is subsequently extracted twice with 50 ml of ethyl acetate each time. The combined organic phases are dried over sodium sulfate and filtered. The fi... Starting materials: 244, C(=O)C(CCC(=O)OC)(CC)CCC(=O)OC (methyl 4-formyl-4-(β-methoxycarbonylethyl)-hexanoate), CoCl2.6H2O, O=O (oxygen). Yields the product C(C)C1(CCC(=O)O1)CCC(=O)OC (γ-ethyl-γ-(β'-methoxycarbonylethyl)-γ-butyrolactone). The yield is 56.0%. Reaction SMILES: C([C:3]([CH2:12][CH2:13][C:14]([O:16][CH3:17])=[O:15])([CH2:10][CH3:11])[CH2:4][CH2:5][C:6]([O:8]C)=[O:7])=O.O=O>>[CH2:10]([C:3]1([CH2:12][CH2:13][C:14]([O:16][CH3:17])=[O:15])[O:8][C:6](=[O:7])[CH2:5][CH2:4]1)[CH3:11]. Procedure: Using a method similar to Example 1, a mixture of 244 parts of methyl 4-formyl-4-(β-methoxycarbonylethyl)-hexanoate and 2.4 parts of CoCl2.6H2O is reacted with 100 parts of oxygen in the course of 5 hours. The batch is then washed with water, dried with anhydrous magnesium sulfate and subjected to fractional distillation. 113 parts (56% of theory) of γ-ethyl-γ-(β'-methoxycarbonylethyl)-γ-butyrolactone (boiling point 125° C./0.5 mbar) are obtained. Reactants: C1(=CC=CC=C1)C1=C(N=CO1)C(=O)O (5-Phenyl-1,3-oxazole-4-carboxylic acid), Cl.FC1=CC=C(C(=O)C2CCNCC2)C=C1 (4-(4-Fluorobenzoyl)piperidine hydrochloride), F[B-](F)(F)F.N1(N=NC2=C1C=CC=C2)OC(=[N+](C)C)N(C)C (O-(benzotriazol-1-yl)-N,N,N′,N′-tetramethyluronium tetrafluoroborate), C(C)(C)N(CC)C(C)C (diisopropylethylamine). Solvent: CN(C=O)C (dimethylformamide). Product: FC1=CC=C(C=C1)C(=O)C1CCN(CC1)C(=O)C=1N=COC1C1=CC=CC=C1 ((4-Fluorophenyl){1-[(5-phenyl-1,3-oxazol-4-yl)carbonyl]piperidin-4-yl}methanone). Reaction SMILES: [C:1]1([C:7]2[O:11][CH:10]=[N:9][C:8]=2[C:12]([OH:14])=O)[CH:6]=[CH:5][CH:4]=[CH:3][CH:2]=1.Cl.[F:16][C:17]1[CH:30]=[CH:29][C:20]([C:21]([CH:23]2[CH2:28][CH2:27][NH:26][CH2:25][CH2:24]2)=[O:22])=[CH:19][CH:18]=1.F[B-](F)(F)F.N1(OC(N(C)C)=[N+](C)C)C2C=CC=CC=2N=N1.C(N(C(C)C)CC)(C)C>CN(C)C=O>[F:16][C:17]1[CH:30]=[CH:29][C:20]([C:21]([CH:23]2[CH2:28][CH2:27][N:26]([C:12]([C:8]3[N:9]=[CH:10][O:11][C:7]=3[C:1]3[CH:2]=[CH:3][CH:4]=[CH:5][CH:6]=3)=[O:14])[CH2:25][CH2:24]2)=[O:22])=[CH:19][CH:18]=1 |f:1.2,3.4|. Reported procedure: 5-Phenyl-1,3-oxazole-4-carboxylic acid (40 mg, 0.211 mmol), 4-(4-Fluorobenzoyl)piperidine hydrochloride (56.2 mg, 0.215 mmol), O-(benzotriazol-1-yl)-N,N,N′,N′-tetramethyluronium tetrafluoroborate (86.2 mg, 0.268 mmol) and diisopropylethylamine (25.4 mg, 0.197 mmol) were mixed in dimethylformamide (1.0 mL) and stirred at room temperature. Solvent was evaporated in vacuo, and the residue was taken up in methanol (1 mL), filtered and purified by preparative chromatography. The combined fractions we... Starting materials: C#CCO[Si](C)(C)C(C)(C)C, C1CCOC1, CON(C)C(=O)c1ccccc1, [Li]CCCC. Yields the product CC(C)(C)[Si](C)(C)OCC#CC(=O)c1ccccc1. As a reaction SMILES: [C:6]([CH3:7])([CH3:8])([CH3:9])[Si:10]([O:11][CH2:12][C:13]#[CH:14])([CH3:15])[CH3:16].[CH2:29]1[O:30][CH2:31][CH2:32][CH2:33]1.[CH3:17][O:18][N:19]([CH3:20])[C:21](=[O:22])[c:23]1[cH:24][cH:25][cH:26][cH:27][cH:28]1.[CH3:1][CH2:2][CH2:3][CH2:4][Li:5]>>[C:6]([CH3:7])([CH3:8])([CH3:9])[Si:10]([O:11][CH2:12][C:13]#[C:14][C:21](=[O:22])[c:23]1[cH:24][cH:25][cH:26][cH:27][cH:28]1)([CH3:15])[CH3:16].